Dataset: the Open Reaction Database (ORD), a public repository of structured organic reaction records. Task: describe an organic reaction: reactants, conditions, products, and yield The reactants are C(C)(=O)OC(C)=O (acetic anhydride), N1=CC=C(C=C1)C (γ-picoline), [Sn] (tin), C(\C=C(/C)\CCC[C@H](C)CCC[C@H](C)CCCC(C)C)Cl (phytyl chloride), CC1=C(C(=C2CCC(OC2=C1C)(C)CCCC(C)CCCC(C)CCCC(C)C)C)O (dl-α-tocopherol). The reagents and catalysts are [Cl-].[Zn+2].[Cl-] (zinc chloride). The product is CC1=C2C(=C(C(=C1C)OC(=O)C)C)CC[C@@](O2)(C)CCC[C@H](C)CCC[C@H](C)CCCC(C)C (dl-α-tocopheryl acetate). Yield: 95.0%. RXN SMILES: [Sn].C(Cl)/C=C(/CCC[C@@H](CCC[C@@H](CCCC(C)C)C)C)\C.[CH3:23][C:24]1[C:33]([CH3:34])=[C:32]2[C:27]([CH2:28][CH2:29][C:30]([CH2:36][CH2:37][CH2:38][CH:39]([CH2:41][CH2:42][CH2:43][CH:44]([CH2:46][CH2:47][CH2:48][CH:49]([CH3:51])[CH3:50])[CH3:45])[CH3:40])([CH3:35])[O:31]2)=[C:26]([CH3:52])[C:25]=1[OH:53].[C:54](OC(=O)C)(=[O:56])[CH3:55].N1C=CC(C)=CC=1>[Cl-].[Zn+2].[Cl-]>[CH3:34][C:33]1[C:24]([CH3:23])=[C:25]([O:53][C:54]([CH3:55])=[O:56])[C:26]([CH3:52])=[C:27]2[CH2:28][CH2:29][C@:30]([CH2:36][CH2:37][CH2:38][C@@H:39]([CH2:41][CH2:42][CH2:43][C@@H:44]([CH2:46][CH2:47][CH2:48][CH:49]([CH3:51])[CH3:50])[CH3:45])[CH3:40])([CH3:35])[O:31][C:32]=12 |f:5.6.7,^3:0|. Reported procedure: 2.279 of TMHQ, 0.368 g of metallic tin powder and 0.041 g of zinc chloride were suspended in 15 ml of trichlene in an atmosphere of nitrogen. A solution of 4.939 g of phytyl chloride in 10 ml of trichlene was dripped into said suspension over a period of 2.5 hours under agitation and reflux. The reaction mixture was subjected to reflux under agitation for another 2 hours to obtain a reaction mixture containing dl-α-tocopherol which was substantially achromatic. To the reaction mixture was added ... The reactants are C1(=CC=CC=C1)C1=NOC2=C1C(=NN=C2)OCC2CCNCC2 (3-phenyl-4-(4-piperidinylmethoxy)isoxazolo[4,5-d]pyridazine), ClC1=C(C=CC=C1)C1=NOC(=C1)C=O (3-(2-chlorophenyl)isoxazole-5-carbaldehyde). Procedure details: According to the same procedure described in Example 35, using the compound obtained in Example 89 instead of the compound obtained in Example 11 and 3-(2-chlorophenyl)isoxazole-5-carbaldehyde instead of 4-phenylthiophene-2-carbaldehyde, the title compound having the following physical data was obtained. As a reaction SMILES: [C:1]1([C:7]2[C:11]3[C:12]([O:16][CH2:17][CH:18]4[CH2:23][CH2:22][NH:21][CH2:20][CH2:19]4)=[N:13][N:14]=[CH:15][C:10]=3[O:9][N:8]=2)[CH:6]=[CH:5][CH:4]=[CH:3][CH:2]=1.[Cl:24][C:25]1[CH:30]=[CH:29][CH:28]=[CH:27][C:26]=1[C:31]1[CH:35]=[C:34]([CH:36]=O)[O:33][N:32]=1>>[Cl:24][C:25]1[CH:30]=[CH:29][CH:28]=[CH:27][C:26]=1[C:31]1[CH:35]=[C:34]([CH2:36][N:21]2[CH2:22][CH2:23][CH:18]([CH2:17][O:16][C:12]3[C:11]4[C:7]([C:1]5[CH:2]=[CH:3][CH:4]=[CH:5][CH:6]=5)=[N:8][O:9][C:10]=4[CH:15]=[N:14][N:13]=3)[CH2:19][CH2:20]2)[O:33][N:32]=1. Yields the product ClC1=C(C=CC=C1)C1=NOC(=C1)CN1CCC(CC1)COC1=NN=CC2=C1C(=NO2)C2=CC=CC=C2 (4-[(1-{[3-(2-chlorophenyl)-5-isoxazolyl]methyl}-4-piperidinyl)methoxy]-3-phenylisoxazolo[4,5-d]pyridazine).